This data is from the Open Reaction Database (ORD), a public repository of structured organic reaction records. The task is: describe an organic reaction: reactants, conditions, products, and yield Starting materials: BrC1=NSC(=N1)C1=CC(=C(C=C1)OC(C)C)Cl (3-bromo-5-{3-chloro-4-[(1-methylethyl)oxy]phenyl}-1,2,4-thiadiazole), COC1=C(C=CC=C1\C=C\OC)B(O)O ({2-(methyloxy)-3-[(E)-2-(methyloxy)ethenyl]phenyl}boronic acid), P(=O)([O-])([O-])[O-].[K+].[K+].[K+] (tripotassium phosphate). The reagents and catalysts are C=1C=CC(=CC1)[P](C=2C=CC=CC2)(C=3C=CC=CC3)[Pd]([P](C=4C=CC=CC4)(C=5C=CC=CC5)C=6C=CC=CC6)([P](C=7C=CC=CC7)(C=8C=CC=CC8)C=9C=CC=CC9)[P](C=1C=CC=CC1)(C=1C=CC=CC1)C=1C=CC=CC1 (Pd(Ph3P)4). Run in O (water), CN(C=O)C (N,N-Dimethylformamide), O (Water). Conditions: temperature 120 celsius, time 10 minute. The product is ClC=1C=C(C=CC1OC(C)C)C1=NC(=NS1)C1=C(C(=CC=C1)\C=C\OC)OC (5-{3-chloro-4-[(1-methylethyl)oxy]phenyl}-3-{2-(methyloxy)-3-[(E)-2-(methyloxy)ethenyl]phenyl}-1,2,4-thiadiazole). Isolated yield 60.9%. Reaction SMILES: Br[C:2]1[N:6]=[C:5]([C:7]2[CH:12]=[CH:11][C:10]([O:13][CH:14]([CH3:16])[CH3:15])=[C:9]([Cl:17])[CH:8]=2)[S:4][N:3]=1.[CH3:18][O:19][C:20]1[C:25](/[CH:26]=[CH:27]/[O:28][CH3:29])=[CH:24][CH:23]=[CH:22][C:21]=1B(O)O.P([O-])([O-])([O-])=O.[K+].[K+].[K+]>CN(C)C=O.O.C1C=CC([P]([Pd]([P](C2C=CC=CC=2)(C2C=CC=CC=2)C2C=CC=CC=2)([P](C2C=CC=CC=2)(C2C=CC=CC=2)C2C=CC=CC=2)[P](C2C=CC=CC=2)(C2C=CC=CC=2)C2C=CC=CC=2)(C2C=CC=CC=2)C2C=CC=CC=2)=CC=1>[Cl:17][C:9]1[CH:8]=[C:7]([C:5]2[S:4][N:3]=[C:2]([C:21]3[CH:22]=[CH:23][CH:24]=[C:25](/[CH:26]=[CH:27]/[O:28][CH3:29])[C:20]=3[O:19][CH3:18])[N:6]=2)[CH:12]=[CH:11][C:10]=1[O:13][CH:14]([CH3:16])[CH3:15] |f:2.3.4.5,^1:50,52,71,90|. Procedure details: A mixture of 3-bromo-5-{3-chloro-4-[(1-methylethyl)oxy]phenyl}-1,2,4-thiadiazole (D43) (200 mg, 0.599 mmol), {2-(methyloxy)-3-[(E)-2-(methyloxy)ethenyl]phenyl}boronic acid (D101) (187 mg, 0.899 mmol), tripotassium phosphate (318 mg, 1.499 mmol) and Pd(Ph3P)4 (69.3 mg, 0.060 mmol) in N,N-Dimethylformamide (DMF) (5 mL) and Water (2 mL) was stirred at 120° C. (Microwave) for 10 min. The reaction mixture was poured to water. Then the mixture was extracted with EA. The combined organic layers were wa... The reactants are [Na] (Sodium), CO (methanol), C(C1=CC=CC=C1)N1CC=2C=CC(=NC2CC1)Cl (6-benzyl-2-chloro-5,6,7,8-tetrahydro-[1,6]naphthyridine). The solvent is CN(C=O)C (N,N-dimethylformamide). Conditions: time 30 minute. Yields the product C(C1=CC=CC=C1)N1CC=2C=CC(=NC2CC1)OC (6-Benzyl-2-methoxy-5,6,7,8-tetrahydro-[1,6]naphthyridine). As a reaction SMILES: [Na].[CH3:2][OH:3].[CH2:4]([N:11]1[CH2:20][CH2:19][C:18]2[N:17]=[C:16](Cl)[CH:15]=[CH:14][C:13]=2[CH2:12]1)[C:5]1[CH:10]=[CH:9][CH:8]=[CH:7][CH:6]=1>CN(C)C=O>[CH2:4]([N:11]1[CH2:20][CH2:19][C:18]2[N:17]=[C:16]([O:3][CH3:2])[CH:15]=[CH:14][C:13]=2[CH2:12]1)[C:5]1[CH:10]=[CH:9][CH:8]=[CH:7][CH:6]=1 |^1:0|. Procedure details: Sodium (2.49 g, 0.11 mol) was added portionwise to methanol (70 ml) and was stirred at room temperature under a nitrogen atmosphere for 30 minutes. N,N-dimethylformamide (35 ml) was added and the solution was added to 6-benzyl-2-chloro-5,6,7,8-tetrahydro-[1,6]naphthyridine (2.8 g, 10.9 mmol) (see reference WO98/30560 Example 33b). The mixture was heated at reflux under a nitrogen atmosphere for 5 days and then was evaporated under reduced pressure. The residue was purified by chromatography on s... Starting materials: C(C)NC=1C(=CC=CC1)N (N-ethylbenzene-1,2-diamine), C(C(=O)Cl)(=O)Cl (oxalyl chloride). Run in CO (methanol). Run at temperature 130 celsius. Yields the product C(C)N1C(C(NC2=CC=CC=C12)=O)=O (1-ethyl-1,4-dihydroquinoxaline-2,3-dione). Yield: 59.3%. As a reaction SMILES: [CH2:1]([NH:3][C:4]1[C:5]([NH2:10])=[CH:6][CH:7]=[CH:8][CH:9]=1)[CH3:2].[C:11](Cl)(=[O:15])[C:12](Cl)=[O:13]>CO>[CH2:1]([N:3]1[C:4]2[C:5](=[CH:6][CH:7]=[CH:8][CH:9]=2)[NH:10][C:12](=[O:13])[C:11]1=[O:15])[CH3:2]. Procedure: To 12 g (88.1 mmol) of N-ethylbenzene-1,2-diamine in 150 ml of methanol were added dropwise 8.1 g (92.5 mM) of oxalyl chloride. The exothermic mixture reached 55° C. and solidified. The mixture was heated at 130° C. for 2 h. The purple solid formed was filtered and washed with isopropanol to give 1-ethyl-1,4-dihydroquinoxaline-2,3-dione as a solid (7.2 g). Yield: 43%. Starting materials: O=C[C@H](O)[C@@H](O)[C@H](O)[C@H](O)CO (D-glucose), N[C@@H](CC1=CNC=N1)C(=O)O (L-(-)-histidine). Reagents/catalysts: [Pd] (palladium). The product is OC(CN[C@@H](CC1=CNC=N1)C(=O)O)C(C(C(CO)O)O)O (N-(2,3,4,5,6-pentahydroxy-hexyl)-L-(-)-histidine). As a reaction SMILES: O=[CH:2][C@@H:3]([C@H:5]([C@@H:7]([C@@H:9]([CH2:11][OH:12])[OH:10])[OH:8])[OH:6])[OH:4].[NH2:13][C@H:14]([C:21]([OH:23])=[O:22])[CH2:15][C:16]1[N:20]=[CH:19][NH:18][CH:17]=1>[Pd]>[OH:4][CH:3]([CH:5]([OH:6])[CH:7]([OH:8])[CH:9]([OH:10])[CH2:11][OH:12])[CH2:2][NH:13][C@H:14]([C:21]([OH:23])=[O:22])[CH2:15][C:16]1[N:20]=[CH:19][NH:18][CH:17]=1. Reported procedure: The manufacture took place from D-glucose and L-(-)-histidine using palladium/activated carbon (10%) as a catalyst and yielded a product having a melting point of 165° to 170° C. (decomposition). Starting materials: C1CCOC1, CC(=O)OC(C)=O, Cl, Nc1ccc(C#Cc2cnn3c(C(F)(F)F)cc(-c4ccc(C(F)(F)F)cc4)nc23)cn1, [NH4+], [OH-], O. Yields the product CC(=O)Nc1ccc(C#Cc2cnn3c(C(F)(F)F)cc(-c4ccc(C(F)(F)F)cc4)nc23)cn1. Reaction SMILES: [CH2:44]1[O:45][CH2:46][CH2:47][CH2:48]1.[CH3:37][C:38](=[O:39])[O:40][C:41](=[O:42])[CH3:43].[ClH:35].[F:1][C:2]([c:3]1[cH:4][c:5](-[c:21]2[cH:22][cH:23][c:24]([C:27]([F:28])([F:29])[F:30])[cH:25][cH:26]2)[n:6][c:7]2[n:8]1[n:9][cH:10][c:11]2[C:12]#[C:13][c:14]1[cH:15][cH:16][c:17]([NH2:20])[n:18][cH:19]1)([F:31])[F:32].[NH4+:34].[OH-:33].[OH2:36]>>[F:1][C:2]([c:3]1[cH:4][c:5](-[c:21]2[cH:22][cH:23][c:24]([C:27]([F:28])([F:29])[F:30])[cH:25][cH:26]2)[n:6][c:7]2[n:8]1[n:9][cH:10][c:11]2[C:12]#[C:13][c:14]1[cH:15][cH:16][c:17]([NH:20][C:38]([CH3:37])=[O:39])[n:18][cH:19]1)([F:31])[F:32]. The reactants are O=C([O-])[O-], CC1C(c2ccccc2)C1(NS(=O)(=O)c1ccc(-n2cc(C#C[Si](C)(C)C)cn2)s1)C(=O)O, CO, [K+], [K+], [K+], O=S(=O)([O-])O. Product: C#Cc1cnn(-c2ccc(S(=O)(=O)NC3(C(=O)O)C(C)C3c3ccccc3)s2)c1. RXN SMILES: [C:34](=[O:35])([O-:36])[O-:37].[CH3:1][CH:2]1[C:3]([C:11](=[O:12])[OH:13])([NH:14][S:15](=[O:16])(=[O:17])[c:18]2[s:19][c:20](-[n:23]3[n:24][cH:25][c:26]([C:28]#[C:29][Si:30]([CH3:31])([CH3:32])[CH3:33])[cH:27]3)[cH:21][cH:22]2)[CH:4]1[c:5]1[cH:6][cH:7][cH:8][cH:9][cH:10]1.[CH3:46][OH:47].[K+:38].[K+:39].[K+:45].[S:40]([O-:41])([OH:42])(=[O:43])=[O:44]>>[CH3:1][CH:2]1[C:3]([C:11](=[O:12])[OH:13])([NH:14][S:15](=[O:16])(=[O:17])[c:18]2[s:19][c:20](-[n:23]3[n:24][cH:25][c:26]([C:28]#[CH:29])[cH:27]3)[cH:21][cH:22]2)[CH:4]1[c:5]1[cH:6][cH:7][cH:8][cH:9][cH:10]1. Starting materials: Cl (HCl), [Na+].[Cl-] (NaCl), Cl (HCl), C(=O)(OC(C)C)[C@H](O)[C@@H](O)C(=O)OC(C)C ((R,R)-diisopropyl tartrate), CC(C)(C)[O-].[K+] (KOtBu), C\C=C\C (trans-2-butene), [Li]CCCC (n-BuLi), C(C)(C)OB(OC(C)C)OC(C)C (Triisopropylborate), C(\C=C\C)[K] ((E)-crotylpotassium). Run in CCOCC (Et2O), C1CCOC1 (THF). Conditions: temperature -78 celsius. The product is C(\C=C\C)B(O)O.C(=O)(OC(C)C)[C@H](O)[C@@H](O)C(=O)OC(C)C ((R,R)-Diisopropyl tartrate (E)-crotylboronate). RXN SMILES: CC([O-])(C)C.[K+].[CH3:7]/[CH:8]=[CH:9]/[CH3:10].[Li]CCCC.C([O:19][B:20](OC(C)C)[O:21]C(C)C)(C)C.C([K])/C=C/C.Cl.[Na+].[Cl-].[C:37]([C@@H:43]([C@H:45]([C:47]([O:49][CH:50]([CH3:52])[CH3:51])=[O:48])[OH:46])[OH:44])([O:39][CH:40]([CH3:42])[CH3:41])=[O:38]>CCOCC.C1COCC1>[CH2:7]([B:20]([OH:21])[OH:19])/[CH:8]=[CH:9]/[CH3:10].[C:47]([C@@H:45]([C@H:43]([C:37]([O:39][CH:40]([CH3:42])[CH3:41])=[O:38])[OH:44])[OH:46])([O:49][CH:50]([CH3:51])[CH3:52])=[O:48] |f:0.1,7.8,12.13|. Procedure: An oven-dried 1 L three-neck round bottom flask equipped with a magnetic stir bar and a −100° C. thermometer was charged with 206 mL of anhydrous THF and KOtBu (28.2 g, 250 mmol). This mixture was flushed with Ar and cooled to −78° C., then trans-2-butene (23 mL, 250 mmol), condensed from a gas lecture bottle into a rubber-stoppered round bottom flask immersed in a −78° C. dry ice-acetone bath, was poured into the reaction mixture. n-BuLi (100 mL, 2.5 M in hexane) was then added dropwise via can... Reactants: CCOC(=O)CCCBr, CC(C)=O, CC1(C)CC(=C(c2ccc(O)cc2)c2ccc(F)cc2)CC(C)(C)C1, [K+], [K+], O=C([O-])[O-]. Product: CCOC(=O)CCCOc1ccc(C(=C2CC(C)(C)CC(C)(C)C2)c2ccc(F)cc2)cc1. As a reaction SMILES: [Br:32][CH2:33][CH2:34][CH2:35][C:36](=[O:37])[O:38][CH2:39][CH3:40].[CH3:41][C:42](=[O:43])[CH3:44].[F:1][c:2]1[cH:3][cH:4][c:5]([C:8]([c:9]2[cH:10][cH:11][c:12]([OH:15])[cH:13][cH:14]2)=[C:16]2[CH2:17][C:18]([CH3:24])([CH3:25])[CH2:19][C:20]([CH3:22])([CH3:23])[CH2:21]2)[cH:6][cH:7]1.[K+:26].[K+:27].[O-:28][C:29]([O-:30])=[O:31]>>[F:1][c:2]1[cH:3][cH:4][c:5]([C:8]([c:9]2[cH:10][cH:11][c:12]([O:15][CH2:33][CH2:34][CH2:35][C:36](=[O:37])[O:38][CH2:39][CH3:40])[cH:13][cH:14]2)=[C:16]2[CH2:17][C:18]([CH3:24])([CH3:25])[CH2:19][C:20]([CH3:22])([CH3:23])[CH2:21]2)[cH:6][cH:7]1. Reactants: O (Water), O1CCOC12CCC(CC2)C#N (1,4-dioxaspiro[4,5]decane-8-carbonitrile), BrC=1C=CC(=NC1)F (5-Bromo-2-fluoropyridine), C[Si](C)(C)[N-][Si](C)(C)C.[Li+] (lithium bis(trimethylsilyl)amide). The solvent is O1CCCC1 (tetrahydrofuran), O1CCCC1 (tetrahydrofuran). Conditions: time 30 minute. Product: BrC=1C=CC(=NC1)C1(CCC2(OCCO2)CC1)C#N (8-(5-Bromopyridin-2-yl)-1,4-dioxaspiro[4,5]decane-8-carbonitrile). Yield: 68.7%. Reaction SMILES: [O:1]1[C:5]2([CH2:10][CH2:9][CH:8]([C:11]#[N:12])[CH2:7][CH2:6]2)[O:4][CH2:3][CH2:2]1.C[Si]([N-][Si](C)(C)C)(C)C.[Li+].[Br:23][C:24]1[CH:25]=[CH:26][C:27](F)=[N:28][CH:29]=1.O>O1CCCC1>[Br:23][C:24]1[CH:25]=[CH:26][C:27]([C:8]2([C:11]#[N:12])[CH2:9][CH2:10][C:5]3([O:4][CH2:3][CH2:2][O:1]3)[CH2:6][CH2:7]2)=[N:28][CH:29]=1 |f:1.2|. Reported procedure: After 1,4-dioxaspiro[4,5]decane-8-carbonitrile (2.5 g) was dissolved in tetrahydrofuran (8 ml), 1M tetrahydrofuran-solution of lithium bis(trimethylsilyl)amide (15 ml) was added at 0° C. and stirred for 30 minutes. 5-Bromo-2-fluoropyridine (2.64 g) was further added and stirred at room temperature for two hours. Water was added to the reaction solution, extracted with ethyl acetate and concentrated in vacuo. The residue was purified with silica gel chromatography (n-hexane/ethyl acetate) and the... Reactants: CC(C)([O-])C.[K+] (Potassium t-butoxide), C(C)(=O)O (Acetic acid), OCCC1=C(C=CC(=O)OCC)C=CC=C1 (Ethyl 2-(2-hydroxyethyl)cinnamate), OCCC1=C(C=CC(=O)OCC)C=CC=C1 (Ethyl 2-(2-hydroxyethyl)cinnamate). Product: C1(OCCC2=CC=CC=C12)CC(=O)OCC (Ethyl 2-(Isochroman-1-yl)acetate). Reaction SMILES: [OH:1][CH2:2][CH2:3][C:4]1[CH:16]=[CH:15][CH:14]=[CH:13][C:5]=1[CH:6]=[CH:7][C:8]([O:10][CH2:11][CH3:12])=[O:9].CC(C)([O-])C.[K+].C(O)(=O)C>C1COCC1>[CH:6]1([CH2:7][C:8]([O:10][CH2:11][CH3:12])=[O:9])[C:5]2[C:4](=[CH:16][CH:15]=[CH:14][CH:13]=2)[CH2:3][CH2:2][O:1]1 |f:1.2|. Reported procedure: Ethyl 2-(2-hydroxyethyl)cinnamate (CXXX, EXAMPLE 112, theoretically 2.40 moles) is dissolved in THF (2.4 liters) and cooled to 0°. Potassium t-butoxide (5 mol %, 120 ml of a 1 molar THF solution) is added via syringe. After 5 min HPLC shows the cyclization is completed. Acetic acid (6 mol %, 8.2 ml, 144 mmol) is added. The slurry is filtered through approximately 300 g of 200 mesh silica gel. The solvent is Diatomaceous earth (100 g) is added followed by hexane (4.5 liters). This slurry is filte... Conditions: time 5 minute. Run in C1CCOC1 (THF), C1CCOC1 (THF).